From a dataset of the Open Reaction Database (ORD), a public repository of structured organic reaction records. describe an organic reaction: reactants, conditions, products, and yield Starting materials: COC(=O)c1cc(CCl)cc(N(C)S(=O)(=O)c2ccc(OCc3ccccc3)cc2)c1, CCOC(C)=O, CC(C)=O, [I-], [K+], [K+], [Na+], O=C([O-])[O-], O, c1nc[nH]n1. Yields the product COC(=O)c1cc(Cn2cncn2)cc(N(C)S(=O)(=O)c2ccc(OCc3ccccc3)cc2)c1. As a reaction SMILES: [CH3:1][O:2][C:3]([c:4]1[cH:5][c:6]([N:12]([CH3:13])[S:14](=[O:15])(=[O:16])[c:17]2[cH:18][cH:19][c:20]([O:23][CH2:24][c:25]3[cH:26][cH:27][cH:28][cH:29][cH:30]3)[cH:21][cH:22]2)[cH:7][c:8]([CH2:10][Cl:11])[cH:9]1)=[O:31].[CH3:45][CH2:46][O:47][C:48]([CH3:49])=[O:50].[CH3:52][C:53](=[O:54])[CH3:55].[I-:43].[K+:37].[K+:38].[Na+:44].[O-:39][C:40]([O-:41])=[O:42].[OH2:51].[nH:32]1[n:33][cH:34][n:35][cH:36]1>>[CH3:1][O:2][C:3]([c:4]1[cH:5][c:6]([N:12]([CH3:13])[S:14](=[O:15])(=[O:16])[c:17]2[cH:18][cH:19][c:20]([O:23][CH2:24][c:25]3[cH:26][cH:27][cH:28][cH:29][cH:30]3)[cH:21][cH:22]2)[cH:7][c:8]([CH2:10][n:32]2[n:33][cH:34][n:35][cH:36]2)[cH:9]1)=[O:31]. Reactants: FC(S(=O)(=O)OC1=CCCN2C(C=3C=CC(=CC3C(=C21)C2=CC(=CC=C2)F)OC)=O)(F)F (11-(3-fluorophenyl)-9-methoxy-6-oxo-3,6-dihydro-4H-pyrido[1,2-b]isoquinolin-1-yl trifluoromethanesulfonate). The reagents and catalysts are O=[Pt]=O (PtO2). Solvent: CCO (EtOH), CCOC(=O)C (EtOAc), CCO (EtOH). Run at time 16 hour. The product is EtOAc hexanes, FC=1C=C(C=CC1)C1=C2N(C(C=3C=CC(=CC13)OC)=O)CCCC2 (11-(3-fluorophenyl)-9-methoxy-1,2,3,4-tetrahydro-6H-pyrido[1,2-b]isoquinolin-6-one). Yield: 30.0%. RXN SMILES: FC(F)(F)S(O[C:7]1[C:20]2[N:11]([C:12](=[O:30])[C:13]3[CH:14]=[CH:15][C:16]([O:28][CH3:29])=[CH:17][C:18]=3[C:19]=2[C:21]2[CH:26]=[CH:25][CH:24]=[C:23]([F:27])[CH:22]=2)[CH2:10][CH2:9][CH:8]=1)(=O)=O>CCO.CCOC(C)=O.O=[Pt]=O>[F:27][C:23]1[CH:22]=[C:21]([C:19]2[C:18]3[CH:17]=[C:16]([O:28][CH3:29])[CH:15]=[CH:14][C:13]=3[C:12](=[O:30])[N:11]3[CH2:10][CH2:9][CH2:8][CH2:7][C:20]=23)[CH:26]=[CH:25][CH:24]=1. Reported procedure: To a suspension of 11-(3-fluorophenyl)-9-methoxy-6-oxo-3,6-dihydro-4H-pyrido[1,2-b]isoquinolin-1-yl trifluoromethanesulfonate in EtOH (4 ml) and EtOAc (2 mL) was added PtO2 as a slurry in EtOH. The reaction was stirred at room temp under an H2 balloon for 16 h. The mixture was filtered through celite and concentrated. Flash chromatography (40 g silica, 30-80% EtOAc/hexanes) gave the titled compound. Reactants: Cc1ccc(I)cc1C, NCCc1cccnc1. Yields the product Cc1ccc(NCCc2cccnc2)cc1C. RXN SMILES: [I:1][c:2]1[cH:3][c:4]([CH3:9])[c:5]([CH3:8])[cH:6][cH:7]1.[n:10]1[cH:11][c:12]([CH2:16][CH2:17][NH2:18])[cH:13][cH:14][cH:15]1>>[c:2]1([NH:18][CH2:17][CH2:16][c:12]2[cH:11][n:10][cH:15][cH:14][cH:13]2)[cH:3][c:4]([CH3:9])[c:5]([CH3:8])[cH:6][cH:7]1. The reactants are NC=O, Clc1ccc(Nc2nnc(OCc3ccncc3)c3sccc23)cc1, [Fe+2], [Na+], [Na+], [Na+], O, O, O, O, O, O, O, OO, O=C([O-])CC(O)(CC(=O)[O-])C(=O)[O-], O=S(=O)(O)O, O=S(=O)([O-])[O-]. Product: NC(=O)c1cc(COc2nnc(Nc3ccc(Cl)cc3)c3ccsc23)ccn1. As a reaction SMILES: [CH:26](=[O:27])[NH2:28].[Cl:1][c:2]1[cH:3][cH:4][c:5]([NH:8][c:9]2[c:10]3[c:11]([c:12]([O:15][CH2:16][c:17]4[cH:18][cH:19][n:20][cH:21][cH:22]4)[n:13][n:14]2)[s:23][cH:24][cH:25]3)[cH:6][cH:7]1.[Fe+2:64].[Na+:36].[Na+:37].[Na+:38].[OH2:52].[OH2:53].[OH2:54].[OH2:55].[OH2:56].[OH2:57].[OH2:58].[OH:34][OH:35].[OH:39][C:40]([C:41](=[O:42])[O-:43])([CH2:44][C:45](=[O:46])[O-:47])[CH2:48][C:49](=[O:50])[O-:51].[S:29](=[O:30])(=[O:31])([OH:32])[OH:33].[S:59]([O-:60])([O-:61])(=[O:62])=[O:63]>>[Cl:1][c:2]1[cH:3][cH:4][c:5]([NH:8][c:9]2[c:10]3[c:11]([c:12]([O:15][CH2:16][c:17]4[cH:18][c:19]([C:26](=[O:27])[NH2:28])[n:20][cH:21][cH:22]4)[n:13][n:14]2)[s:23][cH:24][cH:25]3)[cH:6][cH:7]1. The reactants are C(C=C)C1=C(C=C(C2=CC=CC=C12)Br)[SiH](C)C (1-allyldimethylsilyl-4-bromo-naphthalene), C(C)(C)(C)[Li] (t-butyllithium), [NH4+].[Cl-] (NH4Cl), CN(C)C=O (DMF). Solvent: C1CCOC1 (THF). Run at temperature -78 celsius, time 30 minute. The product is C(C=C)C1=C(C=C(C2=CC=CC=C12)C=O)[SiH](C)C (1-Allyldimethylsilyl-4-naphthaldehyde). Isolated yield 82.5%. Reaction SMILES: [CH2:1]([C:4]1[C:13]2[C:8](=[CH:9][CH:10]=[CH:11][CH:12]=2)[C:7](Br)=[CH:6][C:5]=1[SiH:15]([CH3:17])[CH3:16])[CH:2]=[CH2:3].C([Li])(C)(C)C.CN([CH:26]=[O:27])C.[NH4+].[Cl-]>C1COCC1>[CH2:1]([C:4]1[C:13]2[C:8](=[CH:9][CH:10]=[CH:11][CH:12]=2)[C:7]([CH:26]=[O:27])=[CH:6][C:5]=1[SiH:15]([CH3:17])[CH3:16])[CH:2]=[CH2:3] |f:3.4|. Procedure: To a solution 1-allyldimethylsilyl-4-bromo-naphthalene (1 Scheme 26, 3.0 g, 10 mmol) in dry THF (150 mL) at −78° C. was added t-butyllithium (6.0 mL, 1.7 M solution in pentane, 10.2 mmol) over a period of 10 min. After 30 min stirring at −78° C., anhydrous DMF (1.5 mL, 20 mmol) was added dropwise. The reaction mixture was stirred further for 1 h and warmed to room temperature. Concentrated NH4Cl (5 mL) was added to the solution, and the reaction mixture was concentrated. The residue was extracte...